Task: describe an organic reaction: reactants, conditions, products, and yield. Dataset: the Open Reaction Database (ORD), a public repository of structured organic reaction records Product: CC(C)C1NCCOc2ccc3c(ccn3S(=O)(=O)c3ccccc3)c21. The reactants are CCO, CC(C)C1=NCCOc2ccc3c(ccn3S(=O)(=O)c3ccccc3)c21. Reaction SMILES: [CH3:27][CH2:28][OH:29].[CH:1]([CH3:2])([CH3:3])[C:4]1=[N:5][CH2:6][CH2:7][O:8][c:9]2[c:10]1[c:11]1[cH:12][cH:13][n:14]([S:18](=[O:19])(=[O:20])[c:21]3[cH:22][cH:23][cH:24][cH:25][cH:26]3)[c:15]1[cH:16][cH:17]2>>[CH:1]([CH3:2])([CH3:3])[CH:4]1[NH:5][CH2:6][CH2:7][O:8][c:9]2[c:10]1[c:11]1[cH:12][cH:13][n:14]([S:18](=[O:19])(=[O:20])[c:21]3[cH:22][cH:23][cH:24][cH:25][cH:26]3)[c:15]1[cH:16][cH:17]2. The reactants are C(C)OC(CSC1=CN=C(S1)NC(=O)N(CCC(C)(C)C)C1=CC(=CC=C1)NC(C)=O)=O ({2-[3-(3-acetylamino-phenyl)-3-(3,3-dimethyl-butyl)-ureido]-thiazol-5-ylsulfanyl}-acetic acid ethyl ester), CC(CC=O)(C)C (3,3-dimethylbutyraldehyde), C(C)OC(CSC1=CN=C(S1)N)=O ((2-amino-thiazol-5-ylsulfanyl)acetic acid ethyl ester), C1(CCCC1)CN(C(NC=1SC=C(N1)CC(=O)O)=O)C1=CC(=C(C=C1)F)F ({2-[3-cyclopentylmethyl-3-(3,4-difluoro-phenyl)-ureido]-thiazol-4-yl}-acetic acid), NC=1C=C(C=CC1)NC(C)=O (N-(3-amino-phenyl)-acetamide). Product: C(C)(=O)NC=1C=C(C=CC1)N(C(NC=1SC(=CN1)SCC(=O)O)=O)CCC(C)(C)C ({2-[3-(3-Acetylamino-phenyl)-3-(3,3-dimethyl-butyl)-ureido]-thiazol-5-ylsulfanyl}-acetic acid). As a reaction SMILES: C([O:3][C:4](=[O:32])[CH2:5][S:6][C:7]1[S:11][C:10]([NH:12][C:13]([N:15]([C:22]2[CH:27]=[CH:26][CH:25]=[C:24]([NH:28][C:29](=[O:31])[CH3:30])[CH:23]=2)[CH2:16][CH2:17][C:18]([CH3:21])([CH3:20])[CH3:19])=[O:14])=[N:9][CH:8]=1)C.C1(CN(C2C=CC(F)=C(F)C=2)C(=O)NC2SC=C(CC(O)=O)N=2)CCCC1.NC1C=C(NC(=O)C)C=CC=1.CC(C)(C)CC=O.C(OC(=O)CSC1SC(N)=NC=1)C>>[C:29]([NH:28][C:24]1[CH:23]=[C:22]([N:15]([CH2:16][CH2:17][C:18]([CH3:21])([CH3:20])[CH3:19])[C:13](=[O:14])[NH:12][C:10]2[S:11][C:7]([S:6][CH2:5][C:4]([OH:32])=[O:3])=[CH:8][N:9]=2)[CH:27]=[CH:26][CH:25]=1)(=[O:31])[CH3:30]. Procedure details: The title compound was prepared via {2-[3-(3-acetylamino-phenyl)-3-(3,3-dimethyl-butyl)-ureido]-thiazol-5-ylsulfanyl}-acetic acid ethyl ester in a similar manner as described for the synthesis of {2-[3-cyclopentylmethyl-3-(3,4-difluoro-phenyl)-ureido]-thiazol-4-yl}-acetic acid, using N-(3-amino-phenyl)-acetamide, 3,3-dimethylbutyraldehyde and (2-amino-thiazol-5-ylsulfanyl)acetic acid ethyl ester. Reactants: CN(C)C=O, O=C(O)C(Oc1ccc(Cl)cc1)(C(F)(F)F)C(F)(F)F, O=S(Cl)Cl. Product: O=C(Cl)C(Oc1ccc(Cl)cc1)(C(F)(F)F)C(F)(F)F. Reaction SMILES: [CH3:25][N:26]([CH3:27])[CH:28]=[O:29].[Cl:1][c:2]1[cH:3][cH:4][c:5]([O:6][C:7]([C:8](=[O:9])[OH:10])([C:11]([F:12])([F:13])[F:14])[C:15]([F:16])([F:17])[F:18])[cH:19][cH:20]1.[S:21]([Cl:22])([Cl:23])=[O:24]>>[Cl:1][c:2]1[cH:3][cH:4][c:5]([O:6][C:7]([C:8](=[O:9])[Cl:23])([C:11]([F:12])([F:13])[F:14])[C:15]([F:16])([F:17])[F:18])[cH:19][cH:20]1. Reactants: OC=1C(C2=CC=CC=C2C(C1)=O)=O (2-hydroxy-naphthalene-1,4-dione), CC1(CCCCC1)C(=O)O (1-methylcyclohexanecarboxylic acid), S(=O)(=O)([O-])O[O-].[NH4+].[NH4+] (ammonium peroxysulphate). Reagents/catalysts: [N+](=O)([O-])[O-].[Ag+] (silver nitrate). Solvent: C(C)#N (acetonitrile), O (water), O (water), C(C)OCC (diethyl ether). Run at temperature 20 celsius. Yields the product OC=1C(C2=CC=CC=C2C(C1C1(CCCCC1)C)=O)=O (2-hydroxy-3-(1-methyl-cyclohexyl)naphthalene-1,4-dione). Isolated yield 19.2%. RXN SMILES: [OH:1][C:2]1[C:3](=[O:13])[C:4]2[C:9]([C:10](=[O:12])[CH:11]=1)=[CH:8][CH:7]=[CH:6][CH:5]=2.[CH3:14][C:15]1(C(O)=O)[CH2:20][CH2:19][CH2:18][CH2:17][CH2:16]1.S(O[O-])([O-])(=O)=O.[NH4+].[NH4+]>C(#N)C.O.C(OCC)C.[N+]([O-])([O-])=O.[Ag+]>[OH:1][C:2]1[C:3](=[O:13])[C:4]2[C:9]([C:10](=[O:12])[C:11]=1[C:15]1([CH3:14])[CH2:20][CH2:19][CH2:18][CH2:17][CH2:16]1)=[CH:8][CH:7]=[CH:6][CH:5]=2 |f:2.3.4,8.9|. Procedure details: To a stirred solution of 2-hydroxy-naphthalene-1,4-dione (1.00 g, 5.7 mmol), 1-methylcyclohexanecarboxylic acid (1.22 g, 8.6 mmol) and silver nitrate (600 mg) in a mixture of acetonitrile (20 ml) and water (20 ml) at 65° C. was slowly added a solution of ammonium peroxysulphate (1.96 g, 8.6 mmol) in water (10 ml) over a period of 15 minutes. The mixture was heated for a further hour before cooling to room temperature (about 20° C.) and diluting with diethyl ether (50 ml). The organic phase was s... Reactants: [OH-].[Na+] (sodium hydroxide), NC1=C(C=CC(=C1)Cl)[N+](=O)[O-] (2-amino-4-chloro-1-nitrobenzene), CS (methylmercaptan), CN(C=O)C (dimethylformamide). Run in O (Water). Run at time 0.5 hour. The product is NC1=C(C=CC(=C1)SC)[N+](=O)[O-] (2-amino-4-methylthio-1-nitrobenzene). As a reaction SMILES: [OH-].[Na+].[CH3:3][SH:4].CN(C)C=O.[NH2:10][C:11]1[CH:16]=[C:15](Cl)[CH:14]=[CH:13][C:12]=1[N+:18]([O-:20])=[O:19]>O>[NH2:10][C:11]1[CH:16]=[C:15]([S:4][CH3:3])[CH:14]=[CH:13][C:12]=1[N+:18]([O-:20])=[O:19] |f:0.1|. Procedure: A mixture of 2 g. sodium hydroxide, 2.4 g. methylmercaptan and 20 ml. dimethylformamide is stirred at room temperature for two hours. 3.0 g. 2-amino-4-chloro-1-nitrobenzene is added and the mixture stirred for 1 1/2 hours. Water is added and the crude product filtered off. Recrystallization from methanol yields pure 2-amino-4-methylthio-1-nitrobenzene. The reactants are C(CC(=O)OCC)(=O)OCC (Diethyl malonate), [O-]CC.[Na+] (sodium ethoxide), BrCCOCCBr (2-Bromoethyl ether). Run in C(C)O (ethanol). Run at time 30 minute. Yields the product O1CCC(CC1)(C(=O)OCC)C(=O)OCC (Diethyl Tetrahydropyran-4,4-dicarboxylate). Isolated yield 61.3%. As a reaction SMILES: [C:1]([O:9][CH2:10][CH3:11])(=[O:8])[CH2:2][C:3]([O:5][CH2:6][CH3:7])=[O:4].[O-]CC.[Na+].Br[CH2:17][CH2:18][O:19][CH2:20][CH2:21]Br>C(O)C>[O:19]1[CH2:20][CH2:21][C:2]([C:3]([O:5][CH2:6][CH3:7])=[O:4])([C:1]([O:9][CH2:10][CH3:11])=[O:8])[CH2:17][CH2:18]1 |f:1.2|. Procedure: Diethyl malonate (32.0 g) was added to a solution of sodium ethoxide (1 equivalent) in ethanol and the solution was stirred for 30 min. 2-Bromoethyl ether (46.0 g) was then added and the mixture was stirred at reflux for 3 h. The mixture was then cooled, evaporated in vacuo and the residue partitioned between water and dichloromethane. The organic layer was separated and washed with water and brine, then dried (MgSO4) and evaporated. The residue was then purified by flash column chromatography o...